Dataset: the Open Reaction Database (ORD), a public repository of structured organic reaction records. Task: describe an organic reaction: reactants, conditions, products, and yield Starting materials: CCO, Cc1ccc2c(c1)CC(=O)N2c1c(F)cc(F)c(F)c1F, O. The product is Cc1ccc(Nc2c(F)cc(F)c(F)c2F)c(CC(=O)O)c1. As a reaction SMILES: [CH3:22][CH2:23][OH:24].[F:1][c:2]1[c:3]([N:11]2[C:12](=[O:21])[CH2:13][c:14]3[cH:15][c:16]([CH3:20])[cH:17][cH:18][c:19]32)[c:4]([F:10])[cH:5][c:6]([F:9])[c:7]1[F:8].[OH2:25]>>[F:1][c:2]1[c:3]([NH:11][c:19]2[c:14]([CH2:13][C:12]([OH:21])=[O:24])[cH:15][c:16]([CH3:20])[cH:17][cH:18]2)[c:4]([F:10])[cH:5][c:6]([F:9])[c:7]1[F:8]. Reactants: CCOCC, ClCCl, OCC(CC(F)(F)F)CC(F)(F)F, [Na+], [Na+], [Na+], O=C([O-])O, O=S([O-])([O-])=S. Product: O=CC(CC(F)(F)F)CC(F)(F)F. RXN SMILES: [CH3:29][CH2:30][O:31][CH2:32][CH3:33].[Cl:26][CH2:27][Cl:28].[F:1][C:2]([CH2:3][CH:4]([CH2:5][OH:6])[CH2:7][C:8]([F:9])([F:10])[F:11])([F:12])[F:13].[Na+:19].[Na+:20].[Na+:25].[O-:21][C:22]([OH:23])=[O:24].[S:14]([O-:15])([O-:16])(=[O:17])=[S:18]>>[F:1][C:2]([CH2:3][CH:4]([CH:5]=[O:6])[CH2:7][C:8]([F:9])([F:10])[F:11])([F:12])[F:13]. The reactants are COC=1C=C(OC2CCOCC2)C=CC1[N+](=O)[O-] (4-(3-methoxy-4-nitrophenoxy)tetrahydro-2H-pyran). Reagents/catalysts: [Pd] (Pd/C). Solvent: C(C)(=O)OCC (ethyl acetate). Conditions: time 0.5 hour. Product: COC1=C(C=CC(=C1)OC1CCOCC1)N (2-methoxy-4-(tetrahydro-pyran-4-yloxy)-phenylamine). The yield is 84.0%. Reaction SMILES: [CH3:1][O:2][C:3]1[CH:4]=[C:5]([CH:13]=[CH:14][C:15]=1[N+:16]([O-])=O)[O:6][CH:7]1[CH2:12][CH2:11][O:10][CH2:9][CH2:8]1>C(OCC)(=O)C.[Pd]>[CH3:1][O:2][C:3]1[CH:4]=[C:5]([O:6][CH:7]2[CH2:12][CH2:11][O:10][CH2:9][CH2:8]2)[CH:13]=[CH:14][C:15]=1[NH2:16]. Procedure: Step C A suspension of 4-(3-methoxy-4-nitrophenoxy)tetrahydro-2H-pyran (0.4 g, 1.6 mmol) and Pd/C (Aldrich, 10%, 0.1 g) in ethyl acetate (10 mL) was vigorously shaken in a Parr under atmosphere of H2 (50 psi) for 0.5 h. The mixture was filtered through a short pad of celite. The filtrate was concentrated to give 2-methoxy-4-(tetrahydro-pyran-4-yloxy)-phenylamine as a light yellow oil (0.3 g, 85%). Reactants: CN(C)C=O, Fc1ccc(Nc2nn3ccnc3s2)cc1, O=C1CCC(=O)N1I. The product is Fc1ccc(Nc2nn3c(I)cnc3s2)cc1. RXN SMILES: [CH3:25][N:26]([CH3:27])[CH:28]=[O:29].[F:1][c:2]1[cH:3][cH:4][c:5]([NH:8][c:9]2[n:10][n:11]3[c:12]([s:13]2)[n:14][cH:15][cH:16]3)[cH:6][cH:7]1.[I:17][N:18]1[C:19](=[O:20])[CH2:21][CH2:22][C:23]1=[O:24]>>[F:1][c:2]1[cH:3][cH:4][c:5]([NH:8][c:9]2[n:10][n:11]3[c:12]([s:13]2)[n:14][cH:15][c:16]3[I:17])[cH:6][cH:7]1.